This data is from the Open Reaction Database (ORD), a public repository of structured organic reaction records. The task is: describe an organic reaction: reactants, conditions, products, and yield Starting materials: ClC1=NC(=NC(=N1)Cl)Cl (2,4,6-trichloro-1,3,5-triazine), NCCC=1C=NC=CC1 (3-(2-aminoethyl)pyridine). The product is ClC1=NC(=NC(=N1)Cl)NCCC=1C=NC=CC1 (4,6-dichloro-N-(2-(pyridin-3-yl)ethyl)-1,3,5-triazin-2-amine). RXN SMILES: Cl[C:2]1[N:7]=[C:6]([Cl:8])[N:5]=[C:4]([Cl:9])[N:3]=1.[NH2:10][CH2:11][CH2:12][C:13]1[CH:14]=[N:15][CH:16]=[CH:17][CH:18]=1>>[Cl:9][C:4]1[N:5]=[C:6]([Cl:8])[N:7]=[C:2]([NH:10][CH2:11][CH2:12][C:13]2[CH:14]=[N:15][CH:16]=[CH:17][CH:18]=2)[N:3]=1. Reported procedure: Following the general procedure A, 2,4,6-trichloro-1,3,5-triazine was coupled with 3-(2-aminoethyl)pyridine with reaction time of 2 h. Purification by column chromatography gave the title compound. Starting materials: CO, COc1ccc(-c2ccc3[nH]cc(C4=C(c5cn6c7c(cccc57)CCC6)C(=O)NC4=O)c3c2)cc1. The product is COc1ccc(-c2ccc3[nH]cc(C4C(=O)NC(=O)C4c4cn5c6c(cccc46)CCC5)c3c2)cc1. As a reaction SMILES: [CH3:37][OH:38].[c:1]1([C:13]2=[C:17]([c:18]3[cH:19][nH:20][c:21]4[cH:22][cH:23][c:24](-[c:27]5[cH:28][cH:29][c:30]([O:33][CH3:34])[cH:31][cH:32]5)[cH:25][c:26]34)[C:16](=[O:35])[NH:15][C:14]2=[O:36])[cH:2][n:3]2[c:12]3[c:7]([cH:8][cH:9][cH:10][c:11]13)[CH2:6][CH2:5][CH2:4]2>>[c:1]1([CH:13]2[C:14](=[O:36])[NH:15][C:16](=[O:35])[CH:17]2[c:18]2[cH:19][nH:20][c:21]3[cH:22][cH:23][c:24](-[c:27]4[cH:28][cH:29][c:30]([O:33][CH3:34])[cH:31][cH:32]4)[cH:25][c:26]23)[cH:2][n:3]2[c:12]3[c:7]([cH:8][cH:9][cH:10][c:11]13)[CH2:6][CH2:5][CH2:4]2.